This data is from the Open Reaction Database (ORD), a public repository of structured organic reaction records. The task is: describe an organic reaction: reactants, conditions, products, and yield Reactants: COc1ccccc1C(=O)Cl, O=C([O-])[O-], CCOC(C)=O, [K+], [K+], CN(C)CC1CCc2cc(OCc3ccc(N)cc3)ccc2C1, c1ccncc1. Yields the product COc1ccccc1C(=O)Nc1ccc(COc2ccc3c(c2)CCC(CN(C)C)C3)cc1. RXN SMILES: [C:1]([c:2]1[c:3]([O:8][CH3:9])[cH:4][cH:5][cH:6][cH:7]1)(=[O:10])[Cl:11].[C:41](=[O:42])([O-:43])[O-:44].[CH3:47][CH2:48][O:49][C:50](=[O:51])[CH3:52].[K+:45].[K+:46].[NH2:18][c:19]1[cH:20][cH:21][c:22]([CH2:23][O:24][c:25]2[cH:26][c:27]3[c:32]([cH:33][cH:34]2)[CH2:31][CH:30]([CH2:35][N:36]([CH3:37])[CH3:38])[CH2:29][CH2:28]3)[cH:39][cH:40]1.[cH:12]1[cH:13][cH:14][n:15][cH:16][cH:17]1>>[C:1]([c:2]1[c:3]([O:8][CH3:9])[cH:4][cH:5][cH:6][cH:7]1)(=[O:10])[NH:18][c:19]1[cH:20][cH:21][c:22]([CH2:23][O:24][c:25]2[cH:26][c:27]3[c:32]([cH:33][cH:34]2)[CH2:31][CH:30]([CH2:35][N:36]([CH3:37])[CH3:38])[CH2:29][CH2:28]3)[cH:39][cH:40]1. Reactants: FC(C(=O)NCC1(CCN(CC1)CC1=CC=NC=C1)NC(C(F)(F)F)=O)(F)F (2,2,2-trifluoro-N-[1-pyridin-4-ylmethyl-4-(2,2,2-trifluoro-acetylamino)-piperidin-4-ylmethyl]-acetamide), N (ammonia). Solvent: CO (MeOH). Run at temperature 60 celsius, time 3 hour. The product is NCC1(CCN(CC1)CC1=CC=NC=C1)N (4-Aminomethyl-1-pyridin-4-ylmethyl-piperidin-4-ylamine). As a reaction SMILES: FC(F)(F)C([NH:5][CH2:6][C:7]1([NH:20]C(=O)C(F)(F)F)[CH2:12][CH2:11][N:10]([CH2:13][C:14]2[CH:19]=[CH:18][N:17]=[CH:16][CH:15]=2)[CH2:9][CH2:8]1)=O.N>CO>[NH2:5][CH2:6][C:7]1([NH2:20])[CH2:12][CH2:11][N:10]([CH2:13][C:14]2[CH:19]=[CH:18][N:17]=[CH:16][CH:15]=2)[CH2:9][CH2:8]1. Reported procedure: To a solution of 2,2,2-trifluoro-N-[1-pyridin-4-ylmethyl-4-(2,2,2-trifluoro-acetylamino)-piperidin-4-ylmethyl]-acetamide (200 mg, 0.49 mmol) in MeOH (10 ml) is added 30% aqueous ammonia solution (10 ml) and the reaction mixture is stirred at 60° C. for 3 h. The reaction mixture is concentrated in vacuo to obtain 4-Aminomethyl-1-pyridin-4-ylmethyl-piperidin-4-ylamine as a colourless gummy oil that is used without further purification; 1H NMR (DMSO-d6): 1.63-1.77 (4H, m), 2.45-2.54 (4H, m), 2.49 (... Reactants: CC(C)c1nsc(C(=O)NC(C)(C)C)c1C(=O)O, CCCP(=O)(O)O, CC1CNCCO1, CN(C)c1ccccn1, ClCCl. Product: CC(C)c1nsc2c1C(=O)N(C(C)(C)C)C2=O. As a reaction SMILES: [C:24]([CH3:25])([CH3:26])([CH3:27])[NH:28][C:29](=[O:30])[c:31]1[c:32]([C:39](=[O:40])[OH:41])[c:33]([CH:36]([CH3:37])[CH3:38])[n:34][s:35]1.[CH2:17]([P:18]([OH:19])([OH:20])=[O:21])[CH2:22][CH3:23].[CH3:1][CH:2]1[CH2:3][NH:4][CH2:5][CH2:6][O:7]1.[CH3:8][N:9]([c:10]1[cH:11][cH:12][cH:13][cH:14][n:15]1)[CH3:16].[Cl:42][CH2:43][Cl:44]>>[C:24]([CH3:25])([CH3:26])([CH3:27])[N:28]1[C:29](=[O:30])[c:31]2[c:32]([c:33]([CH:36]([CH3:37])[CH3:38])[n:34][s:35]2)[C:39]1=[O:41]. Starting materials: Cl.CN(CCCN=C=NCC)C (1-(3-dimethylaminopropyl)-3-ethylcarbodiimide hydrochloride), C(C=C)C(CC=C)(COC1=CC=C(C=C1)C1=CC=C(C=C1)C(F)(F)F)C1=CC=C(C(=O)O)C=C1 (4-[1-allyl-1-(4′-trifluoromethyl-biphenyl-4-yloxymethyl)-but-3-enyl]-benzoic acid), Cl.NCCC(=O)O (beta-alanine, hydrochloride salt), O.ON1N=NC2=C1C=CC=C2 (1-hydroxybenzotriazole hydrate), C(C)(C)N(C(C)C)CC (N,N-diisopropylethylamine). The solvent is CN(C)C=O (DMF), O (water). The product is COC(CCNC(C1=CC=C(C=C1)C(CC=C)(COC1=CC=C(C=C1)C1=CC=C(C=C1)C(F)(F)F)CC=C)=O)=O (3-{4-[1-Allyl-1-(4′-trifluoromethyl-biphenyl-4-yloxymethyl)-but-3-enyl]-benzoylamino}-propionic acid methyl ester). Yield: 57.5%. As a reaction SMILES: [CH2:1]([C:4]([C:26]1[CH:34]=[CH:33][C:29]([C:30]([OH:32])=O)=[CH:28][CH:27]=1)([CH2:8][O:9][C:10]1[CH:15]=[CH:14][C:13]([C:16]2[CH:21]=[CH:20][C:19]([C:22]([F:25])([F:24])[F:23])=[CH:18][CH:17]=2)=[CH:12][CH:11]=1)[CH2:5][CH:6]=[CH2:7])[CH:2]=[CH2:3].Cl.[NH2:36][CH2:37][CH2:38][C:39]([OH:41])=[O:40].O.ON1C2C=CC=C[C:47]=2N=N1.C(N(CC)C(C)C)(C)C.Cl.CN(C)CCCN=C=NCC>CN(C=O)C.O>[CH3:47][O:40][C:39](=[O:41])[CH2:38][CH2:37][NH:36][C:30](=[O:32])[C:29]1[CH:33]=[CH:34][C:26]([C:4]([CH2:5][CH:6]=[CH2:7])([CH2:8][O:9][C:10]2[CH:11]=[CH:12][C:13]([C:16]3[CH:17]=[CH:18][C:19]([C:22]([F:23])([F:24])[F:25])=[CH:20][CH:21]=3)=[CH:14][CH:15]=2)[CH2:1][CH:2]=[CH2:3])=[CH:27][CH:28]=1 |f:1.2,3.4,6.7|. Procedure: A solution of 4-[1-allyl-1-(4′-trifluoromethyl-biphenyl-4-yloxymethyl)-but-3-enyl]-benzoic acid (0.044 g, 0.094 mmol), beta-alanine, hydrochloride salt (0.0189 g, 0.135 mmol), and 1-hydroxybenzotriazole hydrate (0.0193 g, 0.143 mmol) in DMF (2.0 mL) is treated with N,N-diisopropylethylamine (0.0480 mL, 0.275 mmol), then 1-(3-dimethylaminopropyl)-3-ethylcarbodiimide hydrochloride (0.0278 g, 0.145 mmol) and stirred overnight. The reaction mixture is diluted with water (5 mL) and extracted with EtO... Procedure details: Reaction of azetidine with 2-((6-chloro-4-(4-cyanotetrahydro-2H-pyran-4-yl)pyridin-2-yl)amino)isonicotinonitrile (50.0 mg, 0.147 mmol) following procedure of Method A afforded the target compound as a colorless solid (8.9 mg, 17%); 1H NMR (400 MHz, DMSO) δ 9.95 (br s, 1H), 8.48 (s, 1H), 8.42 (d, J=5.0 Hz, 1H), 7.23 (dd, J=5.0, 1.4 Hz, 1H), 6.89 (d, J=1.2 Hz, 1H), 5.99 (d, J=1.2 Hz, 1H), 4.06-3.98 (m, 6H), 3.70-3.59 (m, 2H), 2.41-2.28 (m, 2H), 2.08-1.96 (m, 4H); ESI-LRMS m/z [M+1]+=361. The reactants are N1CCC1 (azetidine), ClC1=CC(=CC(=N1)NC=1C=C(C#N)C=CN1)C1(CCOCC1)C#N (2-((6-chloro-4-(4-cyanotetrahydro-2H-pyran-4-yl)pyridin-2-yl)amino)isonicotinonitrile). Product: N1(CCC1)C1=CC(=CC(=N1)NC=1C=C(C#N)C=CN1)C1(CCOCC1)C#N (2-((6-(azetidin-1-yl)-4-(4-cyanotetrahydro-2H-pyran-4-yl)pyridin-2-yl)amino)isonicotinonitrile). Reaction SMILES: [NH:1]1[CH2:4][CH2:3][CH2:2]1.Cl[C:6]1[N:11]=[C:10]([NH:12][C:13]2[CH:14]=[C:15]([CH:18]=[CH:19][N:20]=2)[C:16]#[N:17])[CH:9]=[C:8]([C:21]2([C:27]#[N:28])[CH2:26][CH2:25][O:24][CH2:23][CH2:22]2)[CH:7]=1>>[N:1]1([C:6]2[N:11]=[C:10]([NH:12][C:13]3[CH:14]=[C:15]([CH:18]=[CH:19][N:20]=3)[C:16]#[N:17])[CH:9]=[C:8]([C:21]3([C:27]#[N:28])[CH2:26][CH2:25][O:24][CH2:23][CH2:22]3)[CH:7]=2)[CH2:4][CH2:3][CH2:2]1. Yield: 17.0%. Starting materials: CO, COC(=O)CC(=CC#N)CC(=O)OC. The product is COC(=O)CC(CC#N)CC(=O)OC. As a reaction SMILES: [CH3:15][OH:16].[CH3:1][O:2][C:3]([CH2:4][C:5]([CH2:6][C:7](=[O:8])[O:9][CH3:10])=[CH:11][C:12]#[N:13])=[O:14]>>[CH3:1][O:2][C:3]([CH2:4][CH:5]([CH2:6][C:7](=[O:8])[O:9][CH3:10])[CH2:11][C:12]#[N:13])=[O:14]. Yields the product CCOC(C)COc1ccc(COc2cnn(C(C)(C)C)c(=O)c2Cl)cc1. As a reaction SMILES: [C:1]([CH3:2])([CH3:3])([CH3:4])[n:5]1[n:6][cH:7][c:8]([OH:13])[c:9]([Cl:12])[c:10]1=[O:11].[CH2:14]([CH3:15])[O:16][CH:17]([CH2:18][O:19][c:20]1[cH:21][cH:22][c:23]([CH2:24][Br:25])[cH:26][cH:27]1)[CH3:28].[CH3:29][N:30]([CH3:31])[CH:32]=[O:33]>>[C:1]([CH3:2])([CH3:3])([CH3:4])[n:5]1[n:6][cH:7][c:8]([O:13][CH2:24][c:23]2[cH:22][cH:21][c:20]([O:19][CH2:18][CH:17]([O:16][CH2:14][CH3:15])[CH3:28])[cH:27][cH:26]2)[c:9]([Cl:12])[c:10]1=[O:11]. Reactants: CC(C)(C)n1ncc(O)c(Cl)c1=O, CCOC(C)COc1ccc(CBr)cc1, CN(C)C=O. Starting materials: C(C1=CC=CC=C1)N1CCC(CC1)(C1=CC=CC=C1)O (1-benzyl-4-hydroxy-4-phenylpiperidine), [H-].[Na+] (sodium hydride), FC1=CC=C(C=C1)[N+](=O)[O-] (4-fluoronitrobenzene). The solvent is CS(=O)C (DMSO). Yields the product C(C1=CC=CC=C1)N1CCC(CC1)(C1=CC=CC=C1)OC1=CC=C(C=C1)[N+](=O)[O-] (1-Benzyl-4-(4-nitrophenoxy)-4-phenylpiperidine). Isolated yield 45.1%. RXN SMILES: [CH2:1]([N:8]1[CH2:13][CH2:12][C:11]([OH:20])([C:14]2[CH:19]=[CH:18][CH:17]=[CH:16][CH:15]=2)[CH2:10][CH2:9]1)[C:2]1[CH:7]=[CH:6][CH:5]=[CH:4][CH:3]=1.[H-].[Na+].F[C:24]1[CH:29]=[CH:28][C:27]([N+:30]([O-:32])=[O:31])=[CH:26][CH:25]=1>CS(C)=O>[CH2:1]([N:8]1[CH2:9][CH2:10][C:11]([O:20][C:24]2[CH:29]=[CH:28][C:27]([N+:30]([O-:32])=[O:31])=[CH:26][CH:25]=2)([C:14]2[CH:15]=[CH:16][CH:17]=[CH:18][CH:19]=2)[CH2:12][CH2:13]1)[C:2]1[CH:3]=[CH:4][CH:5]=[CH:6][CH:7]=1 |f:1.2|. Procedure: A solution of 1-benzyl-4-hydroxy-4-phenylpiperidine (5.35 g, 20 mM) in dry DMSO (50 ml) was treated with a 50% sodium hydride dispersion (960 mg, 20 mM) followed by 4-fluoronitrobenzene (2.82 g, 20 mM). After 24 hours the reaction mixture was partitioned between water (200 ml) and ether (200 ml). The aqueous layer was extracted with ether (2×200 ml) and the combined organic layers washed with water (200 ml). The organic phase was dried and the solvent removed under reduced pressure. Recrystallis... Reactants: O(C1=CC=CC=C1)C1=CC=CC2=NC3=CC=CC=C3C=C12 (phenoxyacridine), NCCNCC(=O)O ((2-Aminoethyl)glycine). Run in CO (MeOH). The product is NCCNCC(=O)O ((2-Aminoethyl)glycine), C1=CC=CC2=NC3=CC=CC=C3C(=C12)NCCNCC(=O)O ((2-(Acridin-9-ylamino)ethyl)glycine), product. The yield is 75.0%. RXN SMILES: O([C:8]1[C:21]2[C:12](=[N:13][C:14]3[C:19]([CH:20]=2)=[CH:18][CH:17]=[CH:16][CH:15]=3)[CH:11]=[CH:10][CH:9]=1)C1C=CC=CC=1.[NH2:22][CH2:23][CH2:24][NH:25][CH2:26][C:27]([OH:29])=[O:28]>CO>[NH2:22][CH2:23][CH2:24][NH:25][CH2:26][C:27]([OH:29])=[O:28].[CH:18]1[C:19]2[C:14](=[N:13][C:12]3[C:21]([C:20]=2[NH:22][CH2:23][CH2:24][NH:25][CH2:26][C:27]([OH:29])=[O:28])=[CH:8][CH:9]=[CH:10][CH:11]=3)[CH:15]=[CH:16][CH:17]=1. Reported procedure: 2-((2-Aminoethyl)glycine (4-3) was synthesized following the method reported by Gilon. 2-((2-(Acridin-9-ylamino)ethyl)glycine was synthesized as follows. A mixture of phenoxyacridine (1.35 g, 0.005 mol) and 4-3 (0.65 g, 0.0055 mol) in 20 mL of dry MeOH was refluxed for 36 h. The yellow solid that precipitated during the reaction was collected by filtration, and washed with ethanol and ether, then dried in a vacuum, affording 2.2 g of the product as a yellow solid (Yield: 75%). The structural ide... Starting materials: C1(=CC=CC=C1)C1=CC=C(C=C1)S (4-phenyl-thiophenol), BrCCCCOC=1C=C2CCC(NC2=CC1)=O (6-(4-bromo-butoxy)-3,4-dihydro-carbostyril). Product: C1(=CC=C(C=C1)SCCCCOC=1C=C2CCC(NC2=CC1)=O)C1=CC=CC=C1 (6-[4-(4-Biphenylyl-mercapto)-butoxy]-3,4-dihydro-carbostyril). RXN SMILES: [C:1]1([C:7]2[CH:12]=[CH:11][C:10]([SH:13])=[CH:9][CH:8]=2)[CH:6]=[CH:5][CH:4]=[CH:3][CH:2]=1.Br[CH2:15][CH2:16][CH2:17][CH2:18][O:19][C:20]1[CH:21]=[C:22]2[C:27](=[CH:28][CH:29]=1)[NH:26][C:25](=[O:30])[CH2:24][CH2:23]2>>[C:7]1([C:1]2[CH:2]=[CH:3][CH:4]=[CH:5][CH:6]=2)[CH:8]=[CH:9][C:10]([S:13][CH2:15][CH2:16][CH2:17][CH2:18][O:19][C:20]2[CH:21]=[C:22]3[C:27](=[CH:28][CH:29]=2)[NH:26][C:25](=[O:30])[CH2:24][CH2:23]3)=[CH:11][CH:12]=1. Procedure: Prepared analogous to Example 1 from 4-phenyl-thiophenol and 6-(4-bromo-butoxy)-3,4-dihydro-carbostyril.